describe an organic reaction: reactants, conditions, products, and yield From a dataset of the Open Reaction Database (ORD), a public repository of structured organic reaction records. Reactants: O.[SH-].[Na+] (sodium hydrosulfide hydrate), CS(=O)(=O)C1=NOC(C1)(C)C (3-methylsulfonyl-5,5-dimethyl-2-isoxazoline), C([O-])([O-])=O.[K+].[K+] (potassium carbonate), C(O)S(=O)[O-].[Na+] (Rongalit), BrCC=1C(=NN(C1Cl)C1=CC=CC=C1)C(F)(F)F (4-bromomethyl-5-chloro-1-phenyl-3-trifluoromethyl-1H-pyrazole). The solvent is O (water), CN(C=O)C (N,N-dimethylformamide). Reaction conditions: time 2 hour. Product: ClC1=C(C(=NN1C1=CC=CC=C1)C(F)(F)F)CSC1=NOC(C1)(C)C (3-(5-chloro-1-phenyl-3-trifluoromethyl-1H-pyrazol-4-ylmethylthio)-5,5-dimethyl-2-isoxazoline). Isolated yield 66.0%. RXN SMILES: O.[SH-].[Na+].[CH3:4][S:5]([C:8]1[CH2:12][C:11]([CH3:14])([CH3:13])[O:10][N:9]=1)(=O)=O.C(=O)([O-])[O-].[K+].[K+].C(S([O-])=O)O.[Na+].BrC[C:29]1[C:30]([C:41]([F:44])([F:43])[F:42])=[N:31][N:32]([C:35]2[CH:40]=[CH:39][CH:38]=[CH:37][CH:36]=2)[C:33]=1[Cl:34]>CN(C)C=O.O>[Cl:34][C:33]1[N:32]([C:35]2[CH:40]=[CH:39][CH:38]=[CH:37][CH:36]=2)[N:31]=[C:30]([C:41]([F:44])([F:43])[F:42])[C:29]=1[CH2:4][S:5][C:8]1[CH2:12][C:11]([CH3:14])([CH3:13])[O:10][N:9]=1 |f:0.1.2,4.5.6,7.8|. Procedure details: 2.1 g of sodium hydrosulfide hydrate (purity: 70%, 26.2 mmoles) was added to a solution of 2.3 g (13.1 mmoles) of 3-methylsulfonyl-5,5-dimethyl-2-isoxazoline dissolved in 20 ml of N,N-dimethylformamide. The mixture was stirred for 2 hours. Thereto were added 1.8 g (13.1 mmoles) of anhydrous potassium carbonate, 2.0 g (13.1 mmoles) of Rongalit and 3.6 g (10.5 mmoles) of 4-bromomethyl-5-chloro-1-phenyl-3-trifluoromethyl-1H-pyrazole. The resulting mixture was stirred at room temperature for 15 hour... Starting materials: C(C)(C)(C)OC(=O)N[C@@H](CC(C)C)C(=O)N[C@H]1[C@H](OC2=C(NC1=O)C=CC=C2)C2=CC=CC=C2 (N2-[tert-Butoxycarbonyl]-N1-[(2R,3S)-4-oxo-2-phenyl-2,3,4,5-tetrahydro-1,5-benzoxazepin-3-yl]-L-leucinamide), FC(C(=O)O)(F)F (trifluoroacetic acid). Run in ClCCl (dichloromethane). Product: O=C1[C@H]([C@H](OC2=C(N1)C=CC=C2)C2=CC=CC=C2)NC([C@@H](N)CC(C)C)=O (N1-[(2R,3S)-4-Oxo-2-phenyl-2,3,4,5-tetrahydro-1,5-benzoxazepin-3-yl]-L-leucinamide). Yield: 99.9%. As a reaction SMILES: C(OC([NH:8][C@H:9]([C:14]([NH:16][C@@H:17]1[C:23](=[O:24])[NH:22][C:21]2[CH:25]=[CH:26][CH:27]=[CH:28][C:20]=2[O:19][C@@H:18]1[C:29]1[CH:34]=[CH:33][CH:32]=[CH:31][CH:30]=1)=[O:15])[CH2:10][CH:11]([CH3:13])[CH3:12])=O)(C)(C)C.FC(F)(F)C(O)=O>ClCCl>[O:24]=[C:23]1[NH:22][C:21]2[CH:25]=[CH:26][CH:27]=[CH:28][C:20]=2[O:19][C@H:18]([C:29]2[CH:34]=[CH:33][CH:32]=[CH:31][CH:30]=2)[C@@H:17]1[NH:16][C:14](=[O:15])[C@H:9]([CH2:10][CH:11]([CH3:12])[CH3:13])[NH2:8]. Procedure: N2-[tert-Butoxycarbonyl]-N1-[(2R,3S)-4-oxo-2-phenyl-2,3,4,5-tetrahydro-1,5-benzoxazepin-3-yl]-L-leucinamide (64f) (83 mg, 0.177 mmol) was dissolved in 5:1 (v/v) dichloromethane:trifluoroacetic acid and kept at ambient temperature for 1 h. The solution was evaporated and the residue dissolved in ethyl acetate. The solution was extracted in succession with saturated aqueous sodium bicarbonate and brine then the organic solution was dried, filtered and evaporated to afford the title compound (65 mg...